Dataset: the Open Reaction Database (ORD), a public repository of structured organic reaction records. Task: describe an organic reaction: reactants, conditions, products, and yield The reactants are CCOC(=O)CN(C)C(=O)CCCc1ccncc1, CCO, [Na+], [OH-]. Product: CN(CC(=O)O)C(=O)CCCc1ccncc1. As a reaction SMILES: [CH2:1]([CH3:2])[O:3][C:4]([CH2:5][N:6]([CH3:7])[C:8]([CH2:9][CH2:10][CH2:11][c:12]1[cH:13][cH:14][n:15][cH:16][cH:17]1)=[O:18])=[O:19].[CH3:22][CH2:23][OH:24].[Na+:21].[OH-:20]>>[O:3]=[C:4]([CH2:5][N:6]([CH3:7])[C:8]([CH2:9][CH2:10][CH2:11][c:12]1[cH:13][cH:14][n:15][cH:16][cH:17]1)=[O:18])[OH:19]. Reactants: C[O-], CO, Cc1cc(C#Cc2cn(-c3cncc(Cl)n3)c(C)n2)ccn1, [Na+]. Yields the product COc1cncc(-n2cc(C#Cc3ccnc(C)c3)nc2C)n1. As a reaction SMILES: [CH3:23][O-:24].[CH3:26][OH:27].[Cl:1][c:2]1[n:3][c:4](-[n:8]2[c:9]([CH3:22])[n:10][c:11]([C:13]#[C:14][c:15]3[cH:16][c:17]([CH3:21])[n:18][cH:19][cH:20]3)[cH:12]2)[cH:5][n:6][cH:7]1.[Na+:25]>>[c:2]1([O:24][CH3:23])[n:3][c:4](-[n:8]2[c:9]([CH3:22])[n:10][c:11]([C:13]#[C:14][c:15]3[cH:16][c:17]([CH3:21])[n:18][cH:19][cH:20]3)[cH:12]2)[cH:5][n:6][cH:7]1. The reactants are C(C=C)OC=1C=C2C=CNC2=CC1 (5-(Allyloxy)-1H-indole), [H-].[Na+] (NaH), N1C=CC2=CC=CC=C12 (indole), N1C=CC2=CC=CC=C12 (indole), C1(=CC=CC=C1)OC1=CC=CC=C1 (diphenyl ether), ICC(C)(C)C (1-Iodo-2,2-dimethylpropane). Reagents/catalysts: [Pd] (Pd/C). Solvent: CN(C)C=O (DMF), C(C)(=O)OCC (ethyl acetate). Run at time 15 hour. Product: CC(CN1C=CC2=C(C(=CC=C12)O)CCC)(C)C (1-(2,2-dimethylpropyl)-4-propyl-1H-indol-5-ol). RXN SMILES: C([O:4][C:5]1[CH:6]=[C:7]2[C:11](=[CH:12][CH:13]=1)[NH:10][CH:9]=[CH:8]2)C=C.[H-].[Na+].I[CH2:17][C:18]([CH3:21])([CH3:20])[CH3:19].N1C2[C:25](=CC=CC=2)[CH:24]=[CH:23]1.C1(OC2C=CC=CC=2)C=CC=CC=1>[Pd].C(OCC)(=O)C.CN(C=O)C>[CH3:17][C:18]([CH3:21])([CH3:20])[CH2:19][N:10]1[C:11]2[C:7](=[C:6]([CH2:23][CH2:24][CH3:25])[C:5]([OH:4])=[CH:13][CH:12]=2)[CH:8]=[CH:9]1 |f:1.2|. Reported procedure: 5-(Allyloxy)-1H-indole (8.0 g, 46 mmol) was added in 1 g portions to a mixture of NaH (3.5 g, 60 wt %, 88 mmol) and DMF (80 ml) at 0° C. under N2. The reaction was allowed to warm to rt and then 1-Iodo-2,2-dimethylpropane (20 mL, 0.15 mol) was added. After stirring for 15 h, the mixture was heated at 70° C. for 8 h and then allowed to cool to rt. The reaction mixture was concentrated, diluted with water (200 mL), and extracted with ethyl acetate (100 mL×2). The combined organic extracts were dri... The reactants are COCc1ccccc1, N#Cc1ccccc1, O=C1c2ccccc2C(=O)N1O. Product: COC(=O)c1ccccc1. RXN SMILES: [CH2:1]([c:2]1[cH:3][cH:4][cH:5][cH:6][cH:7]1)[O:8][CH3:9].[N:22]#[C:23][c:24]1[cH:25][cH:26][cH:27][cH:28][cH:29]1.[OH:10][N:11]1[C:12](=[O:13])[c:14]2[cH:15][cH:16][cH:17][cH:18][c:19]2[C:20]1=[O:21]>>[C:1]([c:2]1[cH:3][cH:4][cH:5][cH:6][cH:7]1)([O:8][CH3:9])=[O:10]. The reactants are O=C1CCC(=O)N1Br, Cn1cc([N+](=O)[O-])ccc1=O, CN(C)C=O, ClCCl. Yields the product Cn1cc([N+](=O)[O-])cc(Br)c1=O. RXN SMILES: [Br:12][N:13]1[C:14](=[O:15])[CH2:16][CH2:17][C:18]1=[O:19].[CH3:1][n:2]1[c:3](=[O:11])[cH:4][cH:5][c:6]([N+:8](=[O:9])[O-:10])[cH:7]1.[CH3:20][N:21]([CH3:22])[CH:23]=[O:24].[Cl:25][CH2:26][Cl:27]>>[CH3:1][n:2]1[c:3](=[O:11])[c:4]([Br:12])[cH:5][c:6]([N+:8](=[O:9])[O-:10])[cH:7]1. The reactants are Cc1cc(Cl)c([N+](=O)[O-])c(C)n1, Nc1ccc(CCO)cc1. Product: Cc1cc(Nc2ccc(CCO)cc2)c([N+](=O)[O-])c(C)n1. As a reaction SMILES: [Cl:1][c:2]1[c:3]([N+:10](=[O:11])[O-:12])[c:4]([CH3:9])[n:5][c:6]([CH3:8])[cH:7]1.[NH2:13][c:14]1[cH:15][cH:16][c:17]([CH2:20][CH2:21][OH:22])[cH:18][cH:19]1>>[c:2]1([NH:13][c:14]2[cH:15][cH:16][c:17]([CH2:20][CH2:21][OH:22])[cH:18][cH:19]2)[c:3]([N+:10](=[O:11])[O-:12])[c:4]([CH3:9])[n:5][c:6]([CH3:8])[cH:7]1. Reactants: C(C)(C)(C)N1N=CC(C(C1=O)SC)=NC1=CC=NC=C1 (2-tert-butyl-4-methylthio-5-(4-pyridylimino)pyridazin-3-(2H)-one), [BH4-].[Na+] (sodium borohydride). The solvent is CO (methanol). Reaction conditions: time 20 minute. Product: C(C)(C)(C)N1N=CC(=C(C1=O)SC)NCC1=CC=NC=C1 (2-tert-butyl-4-methylthio-5-(4-pyridylmethylamino)pyridazin-3-(2H)-one). RXN SMILES: [C:1]([N:5]1[C:10](=[O:11])[CH:9]([S:12][CH3:13])[C:8](=[N:14][C:15]2[CH:20]=[CH:19]N=CC=2)[CH:7]=[N:6]1)([CH3:4])([CH3:3])[CH3:2].[BH4-].[Na+]>CO>[C:1]([N:5]1[C:10](=[O:11])[C:9]([S:12][CH3:13])=[C:8]([NH:14][CH2:15][C:20]2[CH:19]=[CH:10][N:5]=[CH:1][CH:2]=2)[CH:7]=[N:6]1)([CH3:2])([CH3:3])[CH3:4] |f:1.2|. Reported procedure: Into 7 ml of an absolute methanol solution of 0.91 g of 2-tert-butyl-4-methylthio-5-(4-pyridylimino)pyridazin-3-(2H)-one, 0.07 g of sodium borohydride was added in a few times under cooling with ice. The mixture was stirred for 20 minutes. Methanol was distilled off under reduced pressure, and the residue was extracted with ethyl acetate. The extract was washed twice with water and dried over anhydrous sodium sulfate. Then, ethyl acetate was distilled off under reduced pressure, and the residue ...